From a dataset of the Open Reaction Database (ORD), a public repository of structured organic reaction records. describe an organic reaction: reactants, conditions, products, and yield Starting materials: C(C)(=O)O[BH-](OC(C)=O)OC(C)=O.[Na+] (sodium triacetoxyborohydride), C(=O)C1=CC=C(C=C1)C1=C(C=C(C=C1)CCC(=O)OCC)OCCCOC (Ethyl 3-[4′-formyl-2-(3-methoxypropoxy)biphenyl-4-yl]propanoate), C(C)(=O)O (acetic acid), CN1CCNCC1 (N-methylpiperazine), C([O-])(O)=O.[Na+] (sodium bicarbonate). Run in ClC(C)Cl (dichloroethane). Reaction conditions: time 8 hour. Yields the product COCCCOC1=C(C=CC(=C1)CCC(=O)OCC)C1=CC=C(C=C1)CN1CCN(CC1)C (Ethyl 3-{2-(3-methoxypropoxy)-4′-[(4-methylpiperazin-1-yl)methyl]biphenyl-4-yl}propanoate). The yield is 79.8%. As a reaction SMILES: [CH:1]([C:3]1[CH:8]=[CH:7][C:6]([C:9]2[CH:14]=[CH:13][C:12]([CH2:15][CH2:16][C:17]([O:19][CH2:20][CH3:21])=[O:18])=[CH:11][C:10]=2[O:22][CH2:23][CH2:24][CH2:25][O:26][CH3:27])=[CH:5][CH:4]=1)=O.C(O)(=O)C.[CH3:32][N:33]1[CH2:38][CH2:37][NH:36][CH2:35][CH2:34]1.C(O[BH-](OC(=O)C)OC(=O)C)(=O)C.[Na+].C(=O)(O)[O-].[Na+]>ClC(Cl)C>[CH3:27][O:26][CH2:25][CH2:24][CH2:23][O:22][C:10]1[CH:11]=[C:12]([CH2:15][CH2:16][C:17]([O:19][CH2:20][CH3:21])=[O:18])[CH:13]=[CH:14][C:9]=1[C:6]1[CH:5]=[CH:4][C:3]([CH2:1][N:36]2[CH2:37][CH2:38][N:33]([CH3:32])[CH2:34][CH2:35]2)=[CH:8][CH:7]=1 |f:3.4,5.6|. Reported procedure: Ethyl 3-[4′-formyl-2-(3-methoxypropoxy)biphenyl-4-yl]propanoate (1 g, 2.7 mmol) was dissolved in dichloroethane (20 mL). At 0° C., acetic acid (0.02 mL, 0.4 mmol) was added, followed, by N-methylpiperazine (0.3 g, 3 mmol) and sodium triacetoxyborohydride (0.86 g, 4 mmol) portionwise. The mixture was stirred at room temperature overnight. At 0° C., saturated aqueous sodium bicarbonate was added. The aqueous layer was extracted three times with dichloromethane. The combined organic layers were was...